Dataset: the Open Reaction Database (ORD), a public repository of structured organic reaction records. Task: describe an organic reaction: reactants, conditions, products, and yield The yield is 12.0%. The solvent is C1CCOC1 (THF). The product is CN1CCN(CC1)C1=CC=C(C=C1)NC=C1C(NC2=CC(=CC=C12)C(=O)C=1C=C(C=CC1)NC(=O)C1=NN(C(=C1)CC)C)=O (5-Ethyl-1-methyl-1H-pyrazole-3-carboxylic acid [3-(3-{[4-(4-methyl-piperazin-1-yl)-phenylamino]-methylene}-2-oxo-2,3-dihydro-1H-indole-6-carbonyl)-phenyl]-amide). Reaction SMILES: O[CH:2]=[C:3]1[C:11]2[C:6](=[CH:7][C:8]([C:12]([C:14]3[CH:15]=[C:16]([NH:20][C:21]([C:23]4[CH:27]=[C:26]([CH2:28][CH3:29])[N:25]([CH3:30])[N:24]=4)=[O:22])[CH:17]=[CH:18][CH:19]=3)=[O:13])=[CH:9][CH:10]=2)[NH:5][C:4]1=[O:31].[CH3:32][N:33]1[CH2:38][CH2:37][N:36]([C:39]2[CH:44]=[CH:43][C:42]([NH2:45])=[CH:41][CH:40]=2)[CH2:35][CH2:34]1>C1COCC1>[CH3:32][N:33]1[CH2:34][CH2:35][N:36]([C:39]2[CH:44]=[CH:43][C:42]([NH:45][CH:2]=[C:3]3[C:11]4[C:6](=[CH:7][C:8]([C:12]([C:14]5[CH:15]=[C:16]([NH:20][C:21]([C:23]6[CH:27]=[C:26]([CH2:28][CH3:29])[N:25]([CH3:30])[N:24]=6)=[O:22])[CH:17]=[CH:18][CH:19]=5)=[O:13])=[CH:9][CH:10]=4)[NH:5][C:4]3=[O:31])=[CH:41][CH:40]=2)[CH2:37][CH2:38]1. Reported procedure: A small screw cap test tube was charged with 5-Ethyl-1-methyl-1H-pyrazole-3-carboxylic acid [3-(3-hydroxymethylene-2-oxo-2,3-dihydro-1H-indole-6-carbonyl)-phenyl]-amide (prepared below, 61 mg, 0.1465 mmol) and THF (2.0 mL). To the resulting solution was added 4-(4-methyl-piperazin-1-yl)-phenylamine (27.7 mg, 0.145 mmol), and the mixture was stirred for 24 h at 65° C. Subsequently, the reaction mixture was cooled to room temperature and concentrated in vacuo. The solid residue was recrystallized ... Run at temperature 65 celsius, time 24 hour. Starting materials: OC=C1C(NC2=CC(=CC=C12)C(=O)C=1C=C(C=CC1)NC(=O)C1=NN(C(=C1)CC)C)=O (5-Ethyl-1-methyl-1H-pyrazole-3-carboxylic acid [3-(3-hydroxymethylene-2-oxo-2,3-dihydro-1H-indole-6-carbonyl)-phenyl]-amide), CN1CCN(CC1)C1=CC=C(C=C1)N (4-(4-methyl-piperazin-1-yl)-phenylamine). The reactants are COC1=C(C(=C(C(=C1CC=C(CCl)C)C)OC)OC)OC (1,2,3,4-tetramethoxy-5-methyl-6-(4-chloro-3-methyl-2-butenyl)benzene), OC1=CC=C(C=C1)CC(=O)OC (methyl p-hydroxyphenylacetate). The product is COC1=C(C(=C(C(=C1OC)OC)OC)C)CC=C(COC1=CC=C(C=C1)CC(=O)OC)C (methyl 4-[4-(2,3,4,5-tetramethoxy-6-methylphenyl)-2-methyl-2-butenyloxy]phenylacetate), COC1=C(C(=C(C(=C1OC)OC)OC)C)CC=C(COC1=CC=C(C=C1)CC(=O)O)C (4-[4-(2,3,4,5-tetramethoxy-6-methylphenyl)-2-methyl-2-butenyloxy]phenylacetic acid). As a reaction SMILES: [CH3:1][O:2][C:3]1[C:8]([CH2:9][CH:10]=[C:11]([CH3:14])[CH2:12]Cl)=[C:7]([CH3:15])[C:6]([O:16][CH3:17])=[C:5]([O:18][CH3:19])[C:4]=1[O:20][CH3:21].[OH:22][C:23]1[CH:28]=[CH:27][C:26]([CH2:29][C:30]([O:32][CH3:33])=[O:31])=[CH:25][CH:24]=1>>[CH3:1][O:2][C:3]1[C:4]([O:20][CH3:21])=[C:5]([O:18][CH3:19])[C:6]([O:16][CH3:17])=[C:7]([CH3:15])[C:8]=1[CH2:9][CH:10]=[C:11]([CH3:14])[CH2:12][O:22][C:23]1[CH:24]=[CH:25][C:26]([CH2:29][C:30]([O:32][CH3:33])=[O:31])=[CH:27][CH:28]=1.[CH3:1][O:2][C:3]1[C:4]([O:20][CH3:21])=[C:5]([O:18][CH3:19])[C:6]([O:16][CH3:17])=[C:7]([CH3:15])[C:8]=1[CH2:9][CH:10]=[C:11]([CH3:14])[CH2:12][O:22][C:23]1[CH:24]=[CH:25][C:26]([CH2:29][C:30]([OH:32])=[O:31])=[CH:27][CH:28]=1. Reported procedure: Using 1,2,3,4-tetramethoxy-5-methyl-6-(4-chloro-3-methyl-2-butenyl)benzene and methyl p-hydroxyphenylacetate and following the procedure described above, there were obtained methyl 4-[4-(2,3,4,5-tetramethoxy-6-methylphenyl)-2-methyl-2-butenyloxy]phenylacetate (Compound 15) and 4-[4-(2,3,4,5-tetramethoxy-6-methylphenyl)-2-methyl-2-butenyloxy]phenylacetic acid (Compound 16).